Dataset: the Open Reaction Database (ORD), a public repository of structured organic reaction records. Task: describe an organic reaction: reactants, conditions, products, and yield The reactants are C(C)(=O)C1=C(C(N(N=C1C1=CC=CC=C1)CC)=O)[N+](=O)[O-] (5-acetyl-2-ethyl-4-nitro-6-phenylpyridazin-3(2H)-one), NC=1C=NC=CC1 (3-aminopyridine). The solvent is C(C)O (ethanol). Conditions: time 5 hour. The product is C(C)(=O)C1=C(C(N(N=C1C1=CC=CC=C1)CC)=O)NC=1C=NC=CC1 (5-Acetyl-2-ethyl-6-phenyl-4-(pyridin-3-ylamino)pyridazin-3(2H)-one). Yield: 25.6%. Reaction SMILES: [C:1]([C:4]1[C:9]([C:10]2[CH:15]=[CH:14][CH:13]=[CH:12][CH:11]=2)=[N:8][N:7]([CH2:16][CH3:17])[C:6](=[O:18])[C:5]=1[N+:19]([O-])=O)(=[O:3])[CH3:2].N[C:23]1[CH:24]=[N:25][CH:26]=[CH:27][CH:28]=1>C(O)C>[C:1]([C:4]1[C:9]([C:10]2[CH:15]=[CH:14][CH:13]=[CH:12][CH:11]=2)=[N:8][N:7]([CH2:16][CH3:17])[C:6](=[O:18])[C:5]=1[NH:19][C:23]1[CH:24]=[N:25][CH:26]=[CH:27][CH:28]=1)(=[O:3])[CH3:2]. Procedure: To a stirred solution of 200 mg (0.7 mmol) of 5-acetyl-2-ethyl-4-nitro-6-phenylpyridazin-3(2H)-one (Dal Piaz, V et al, J. Med. Chem. 1997, 40, 1417) in ethanol (10 mL), 3-aminopyridine (0.098 mg, 1.04 mmol) was added portionwise. The resulting mixture was stirred at room temperature for five hours. The solvent was evaporated and the residue purified by column chromatography (silica gel, dichloromethane/methanol 97:3) to yield the title compound (60 mg, 26% yield). Reactants: S(O)(O)(=O)=O (sulfuric acid), [N+](=O)([O-])C1=C(N)C=CC=C1 (2-nitroaniline), N(=O)[O-].[Na+] (Sodium nitrite). Solvent: O (water). Conditions: temperature 75 celsius. Product: S([O-])(O)(=O)=O.[N+](=O)([O-])C1=C(C=CC=C1)[N+]#N (2-Nitrobenzenediazonium Bisulfate). RXN SMILES: [S:1](=[O:5])(=[O:4])([OH:3])[OH:2].[N+:6]([C:9]1[CH:15]=[CH:14][CH:13]=[CH:12][C:10]=1[NH2:11])([O-:8])=[O:7].[N:16]([O-])=O.[Na+]>O>[S:1](=[O:3])(=[O:2])([OH:5])[O-:4].[N+:6]([C:9]1[CH:15]=[CH:14][CH:13]=[CH:12][C:10]=1[N+:11]#[N:16])([O-:8])=[O:7] |f:2.3,5.6|. Reported procedure: To a 500 mL three-necked flask fitted with a mechanical stirrer are added 65 g of concentrated sulfuric acid and 41.4 g of 2-nitroaniline. After heating to 75° C., 164 g of water is added at which time the temperature is reduced to 0° C. Sodium nitrite (54 g, 40 wt %) is added over two hours while maintaining the solution at 0-5° C. The diazonium salt solution (292 g) is then filtered and stored at −15° C. until use. Reactants: [Na] (sodium), C(C)O (ethanol), N1=C(C=CC2=CC=CC=C12)COC=1C=C(OCC2=CC=C(C=C2)C2=NN=NN2)C=CC1 (5-(4-(3-(2-quinolinylmethyloxy)phenoxymethyl)phenyl)tetrazole), C(C)OC(CBr)=O (ethylbromoacetate). Run at time 16 hour. Yields the product CCCOC(=O)N1N=NC(=N1)C1=CC=C(C=C1)COC1=CC(=CC=C1)OCC1=NC2=CC=CC=C2C=C1 (3-Methylcarboethoxy-5-(4-(3-(2-Quinolinylmethyloxy)Phenoxymethyl)Phenyl)Tetrazole). Reaction SMILES: [Na].[N:2]1[C:11]2[C:6](=[CH:7][CH:8]=[CH:9][CH:10]=2)[CH:5]=[CH:4][C:3]=1[CH2:12][O:13][C:14]1[CH:15]=[C:16]([CH:30]=[CH:31][CH:32]=1)[O:17][CH2:18][C:19]1[CH:24]=[CH:23][C:22]([C:25]2[NH:29][N:28]=[N:27][N:26]=2)=[CH:21][CH:20]=1.[CH2:33]([O:35][C:36](=[O:39])CBr)[CH3:34].[CH2:40](O)C>>[CH3:40][CH2:34][CH2:33][O:35][C:36]([N:27]1[N:26]=[C:25]([C:22]2[CH:23]=[CH:24][C:19]([CH2:18][O:17][C:16]3[CH:30]=[CH:31][CH:32]=[C:14]([O:13][CH2:12][C:3]4[CH:4]=[CH:5][C:6]5[C:11](=[CH:10][CH:9]=[CH:8][CH:7]=5)[N:2]=4)[CH:15]=3)=[CH:20][CH:21]=2)[N:29]=[N:28]1)=[O:39] |^1:0|. Procedure details: To a solution of 0.2 g sodium in 30 ml ethanol is first added 1 g of 5-(4-(3-(2-quinolinylmethyloxy)phenoxymethyl)phenyl)tetrazole and then after 30 minutes 0.6 g of ethylbromoacetate and stirring is continued at 80° C. for 16 hours. The solvent is then removed, diluted with water, filtered, washed with ether and dried to give the desired compound, also referred to as ethyl 5-(4-(3-(2-quinolinylmethyloxy)phenoxymethyl)phenyl)tetrazole-3-yl acetate. Reactants: [BH4-].[Na+] (sodium borohydride), S1C=CC2=C1C=CC(=C2)CCOCCC(=O)N2CC(C2)O (3-(2-(1-benzothiophene-5-yl)ethoxy)-1-(3-hydroxy-1-azetidinyl)-1-propanone), Cl (hydrochloric acid). The solvent is O1CCCC1 (tetrahydrofuran). Reaction conditions: temperature 10 celsius, time 1 hour. Product: S1C=CC2=C1C=CC(=C2)CCOCCCN2CC(C2)O (1-(3-(2-(1-benzothiophene-5-yl)ethoxy)propyl)-3-azetidinol). The yield is 48.4%. RXN SMILES: [S:1]1[C:5]2[CH:6]=[CH:7][C:8]([CH2:10][CH2:11][O:12][CH2:13][CH2:14][C:15]([N:17]3[CH2:20][CH:19]([OH:21])[CH2:18]3)=O)=[CH:9][C:4]=2[CH:3]=[CH:2]1.[BH4-].[Na+].Cl>O1CCCC1>[S:1]1[C:5]2[CH:6]=[CH:7][C:8]([CH2:10][CH2:11][O:12][CH2:13][CH2:14][CH2:15][N:17]3[CH2:20][CH:19]([OH:21])[CH2:18]3)=[CH:9][C:4]=2[CH:3]=[CH:2]1 |f:1.2|. Procedure details: 5.00 g of 3-(2-(1-benzothiophene-5-yl)ethoxy)-1-(3-hydroxy-1-azetidinyl)-1-propanone was dissolved in 20 ml of tetrahydrofuran, and 1.09 g of sodium borohydride was then added thereto. Thereafter, 4.25 ml of a boron trifluoride-tetrahydrofuran complex was added dropwise thereto at 10° C., and the obtained mixture was then stirred at the same temperature for 1 hour and then at 40° C. for 3 hours. Thereafter, the reaction solution was cooled to 10° C. Thereafter, 30 ml of 6 mol/l hydrochloric acid... Reactants: ClC(Cl)(Cl)Cl, Cc1ccc2oc(-c3ccccc3)nc2c1, O=C1CCC(=O)N1Br. Product: BrCc1ccc2oc(-c3ccccc3)nc2c1. As a reaction SMILES: [C:25]([Cl:26])([Cl:27])([Cl:28])[Cl:29].[CH3:1][c:2]1[cH:3][cH:4][c:5]2[c:6]([n:7][c:8](-[c:10]3[cH:11][cH:12][cH:13][cH:14][cH:15]3)[o:9]2)[cH:16]1.[O:17]=[C:18]1[N:19]([Br:24])[C:20](=[O:21])[CH2:22][CH2:23]1>>[CH2:1]([c:2]1[cH:3][cH:4][c:5]2[c:6]([n:7][c:8](-[c:10]3[cH:11][cH:12][cH:13][cH:14][cH:15]3)[o:9]2)[cH:16]1)[Br:24]. Reactants: OC(CCC=1N=C(OC1C)C1=CC=CC=C1)C1=CC=C(C=C1)CCCC1C(NC(O1)=O)=O (5-[3-[4-[1-hydroxy-3-(5-methyl-2-phenyl-4-oxazolyl)propyl]phenyl]propyl]-2,4-oxazolidinedione), Cl (HCl). The solvent is O1CCCC1 (tetrahydrofuran). The product is CC1=C(N=C(O1)C1=CC=CC=C1)CC=CC1=CC=C(C=C1)CCCC1C(NC(O1)=O)=O (5-[3-[4-[3-(5-methyl-2-phenyl-4-oxazolyl)-1-propenyl]phenyl]propyl]-2,4oxazolidinedione). Yield: 27.6%. As a reaction SMILES: O[CH:2]([C:17]1[CH:22]=[CH:21][C:20]([CH2:23][CH2:24][CH2:25][CH:26]2[O:30][C:29](=[O:31])[NH:28][C:27]2=[O:32])=[CH:19][CH:18]=1)[CH2:3][CH2:4][C:5]1[N:6]=[C:7]([C:11]2[CH:16]=[CH:15][CH:14]=[CH:13][CH:12]=2)[O:8][C:9]=1[CH3:10].Cl>O1CCCC1>[CH3:10][C:9]1[O:8][C:7]([C:11]2[CH:16]=[CH:15][CH:14]=[CH:13][CH:12]=2)=[N:6][C:5]=1[CH2:4][CH:3]=[CH:2][C:17]1[CH:22]=[CH:21][C:20]([CH2:23][CH2:24][CH2:25][CH:26]2[O:30][C:29](=[O:31])[NH:28][C:27]2=[O:32])=[CH:19][CH:18]=1. Reported procedure: A mixture of 5-[3-[4-[1-hydroxy-3-(5-methyl-2-phenyl-4-oxazolyl)propyl]phenyl]propyl]-2,4-oxazolidinedione (0.17 g), 9N HCl (10 ml) and tetrahydrofuran (THF) (10 ml) was heated under refluxing conditions for 2 hours. The reaction mixture was concentrated under reduced pressure; the residue was poured over water and extracted with ethyl acetate. The ethyl acetate layer was washed with water, dried (MgSO4) and then concentrated under reduced pressure; the residue was purified by silica gel column ... Reactants: CC1=NOC(=C1C(=O)OCC)C(=O)OCC (diethyl 3-methylisoxazole-4,5-dicarboxylate), [OH-].[K+] (potassium hydroxide). The solvent is C(C)O (ethanol), O (water), O (water). Reaction conditions: time 16 hour. Yields the product CC1=NOC(=C1C(=O)OCC)C(=O)O (3-methyl-4-ethoxycarbonylisoxazole-5-carboxylic acid). RXN SMILES: [CH3:1][C:2]1[C:6]([C:7]([O:9][CH2:10][CH3:11])=[O:8])=[C:5]([C:12]([O:14]CC)=[O:13])[O:4][N:3]=1.[OH-].[K+]>C(O)C.O>[CH3:1][C:2]1[C:6]([C:7]([O:9][CH2:10][CH3:11])=[O:8])=[C:5]([C:12]([OH:14])=[O:13])[O:4][N:3]=1 |f:1.2|. Reported procedure: 65 g of diethyl 3-methylisoxazole-4,5-dicarboxylate, dissolved in 100 ml of ethanol, are added dropwise to 18.9 g of potassium hydroxide in 100 ml of water at room temperature. After 16 hours, the mixture is poured onto 300 ml of water and extracted with ether, and the aqueous phase is acidified with concentration hydrochloric acid. Extracting with dichloromethane and evaporating down give 3-methyl-4-ethoxycarbonylisoxazole-5-carboxylic acid as colorless crystals of melting point 54°-58° C.